Dataset: the Open Reaction Database (ORD), a public repository of structured organic reaction records. Task: describe an organic reaction: reactants, conditions, products, and yield Reactants: CC(Cl)c1cccnc1, O=C1CCCN1CC1CCCNC1. The reagents and catalysts are O=C([O-])[O-].[Cs+].[Cs+] (cesium carbonate), [I-].[K+] (potassium iodide). Run in CN(C)C=O (DMF), CN(C)C=O (dmf), CN(C)C=O (DMF). Conditions: temperature 70 celsius, time 16 hour. The product is CC(c1cccnc1)N1CCCC(CN2CCCC2=O)C1. Starting materials: CCN=C=NCCCN(C)C, CCN(C(C)C)C(C)C, Cl, NCC(=O)N1CCN(C(=O)c2ccccc2C(F)(F)F)CC1, CN(C)C=O, O, On1nnc2ccccc21, O=C(O)c1cnn(-c2ccccc2)c1. The product is O=C(NCC(=O)N1CCN(C(=O)c2ccccc2C(F)(F)F)CC1)c1cnn(-c2ccccc2)c1. RXN SMILES: [CH3:34][CH2:35][N:36]=[C:37]=[N:38][CH2:39][CH2:40][CH2:41][N:42]([CH3:43])[CH3:44].[CH:1]([N:2]([CH2:3][CH3:4])[CH:5]([CH3:6])[CH3:7])([CH3:8])[CH3:9].[ClH:45].[NH2:46][CH2:47][C:48](=[O:49])[N:50]1[CH2:51][CH2:52][N:53]([C:56]([c:57]2[c:58]([C:63]([F:64])([F:65])[F:66])[cH:59][cH:60][cH:61][cH:62]2)=[O:67])[CH2:54][CH2:55]1.[O:68]=[CH:69][N:70]([CH3:71])[CH3:72].[OH2:73].[OH:24][n:25]1[c:26]2[c:27]([cH:28][cH:29][cH:30][cH:31]2)[n:32][n:33]1.[c:10]1(-[n:16]2[n:17][cH:18][c:19]([C:21](=[O:22])[OH:23])[cH:20]2)[cH:11][cH:12][cH:13][cH:14][cH:15]1>>[c:10]1(-[n:16]2[n:17][cH:18][c:19]([C:21](=[O:23])[NH:46][CH2:47][C:48](=[O:49])[N:50]3[CH2:51][CH2:52][N:53]([C:56]([c:57]4[c:58]([C:63]([F:64])([F:65])[F:66])[cH:59][cH:60][cH:61][cH:62]4)=[O:67])[CH2:54][CH2:55]3)[cH:20]2)[cH:11][cH:12][cH:13][cH:14][cH:15]1. The reactants are C(C)(C)(C)OC(NC1=C(C=C(C=C1)C#CC1=C(C=CC=C1)F)NC(CC(=O)C1=CC(=CC=C1)N1C=NC=C1)=O)=O ({4-(2-fluoro-phenylethynyl)-2-[3-(3-imidazol-1-yl-phenyl)-3-oxo-propionylamino]-phenyl}-carbamic acid tert.-butyl ester), C(=O)(C(F)(F)F)O (TFA). Run in C(Cl)Cl (CH2Cl2). Product: FC1=C(C=CC=C1)C#CC=1C=CC2=C(NC(CC(=N2)C2=CC(=CC=C2)N2C=NC=C2)=O)C1 (8-(2-Fluoro-phenylethynyl)-4-(3-imidazol-1-yl-phenyl)-1,3-dihydro-benzo[b][1,4]diazepin-2-one). Reaction SMILES: C(OC(=O)[NH:7][C:8]1[CH:13]=[CH:12][C:11]([C:14]#[C:15][C:16]2C=C[CH:19]=[CH:18][C:17]=2[F:22])=[CH:10][C:9]=1[NH:23][C:24](=[O:39])[CH2:25][C:26]([C:28]1[CH:33]=[CH:32][CH:31]=[C:30]([N:34]2[CH:38]=[CH:37][N:36]=[CH:35]2)[CH:29]=1)=O)(C)(C)C.[C:41](O)([C:43](F)(F)F)=O>C(Cl)Cl>[F:22][C:17]1[CH:18]=[CH:19][CH:43]=[CH:41][C:16]=1[C:15]#[C:14][C:11]1[CH:12]=[CH:13][C:8]2[N:7]=[C:26]([C:28]3[CH:33]=[CH:32][CH:31]=[C:30]([N:34]4[CH:38]=[CH:37][N:36]=[CH:35]4)[CH:29]=3)[CH2:25][C:24](=[O:39])[NH:23][C:9]=2[CH:10]=1. Procedure: Prepared from {4-(2-fluoro-phenylethynyl)-2-[3-(3-imidazol-1-yl-phenyl)-3-oxo-propionylamino]-phenyl}-carbamic acid tert.-butyl ester (Example K38) by treatment with TFA in CH2Cl2 according to the general procedure M. Obtained as a yellow solid (99 mg). The reactants are FC1=CC(=C(C=C1)NC1=NC(=NC=C1C(F)(F)F)NC1=C(C=C(CP(OCC)(OCC)=O)C=C1)OC)C(NC)=O (Diethyl (4-{[4-{[4-fluoro-2-(methylcarbamoyl)-phenyl]amino}-5-(trifluoromethyl)pyrimidin-2-yl]amino}-3-methoxybenzyl)phosphonate), ClC1=NC(=NC=C1C(F)(F)F)NC1=C(C=C(CP(OCC)(OCC)=O)C=C1)OC (diethyl (4-{[4-chloro-5-(trifluoromethyl)pyrimidin-2-yl]amino}-3-methoxybenzyl)phosphonate), NC1=C(C(=O)NC)C=CC=C1F (2-amino-3-fluoro-N-methylbenzamide). The product is FC1=C(C(=CC=C1)C(NC)=O)NC1=NC(=NC=C1C(F)(F)F)NC1=C(C=C(CP(OCC)(OCC)=O)C=C1)OC (Diethyl (4-{[4-{[2-fluoro-6-(methylcarbamoyl)phenyl]amino}-5-(trifluoromethyl)pyrimidin-2-yl]amino}-3-methoxybenzyl)phosphonate). As a reaction SMILES: FC1C=CC([NH:8][C:9]2[C:14]([C:15]([F:18])([F:17])[F:16])=[CH:13][N:12]=[C:11]([NH:19][C:20]3[CH:34]=[CH:33][C:23]([CH2:24][P:25](=[O:32])([O:29][CH2:30][CH3:31])[O:26][CH2:27][CH3:28])=[CH:22][C:21]=3[O:35][CH3:36])[N:10]=2)=C(C(=O)NC)C=1.ClC1C(C(F)(F)F)=CN=C(NC2C=CC(CP(=O)(OCC)OCC)=CC=2OC)N=1.N[C:71]1[C:80]([F:81])=[CH:79][CH:78]=[CH:77][C:72]=1[C:73]([NH:75][CH3:76])=[O:74]>>[F:81][C:80]1[CH:79]=[CH:78][CH:77]=[C:72]([C:73](=[O:74])[NH:75][CH3:76])[C:71]=1[NH:8][C:9]1[C:14]([C:15]([F:18])([F:17])[F:16])=[CH:13][N:12]=[C:11]([NH:19][C:20]2[CH:34]=[CH:33][C:23]([CH2:24][P:25](=[O:32])([O:29][CH2:30][CH3:31])[O:26][CH2:27][CH3:28])=[CH:22][C:21]=2[O:35][CH3:36])[N:10]=1. Procedure: The title compound was prepared according to the procedure from Example 102 (Diethyl (4-{[4-{[4-fluoro-2-(methylcarbamoyl)-phenyl]amino}-5-(trifluoromethyl)pyrimidin-2-yl]amino}-3-methoxybenzyl)phosphonate) using diethyl (4-{[4-chloro-5-(trifluoromethyl)pyrimidin-2-yl]amino}-3-methoxybenzyl)phosphonate and the commercially available 2-amino-3-fluoro-N-methylbenzamide. 1H NMR (CDCl3, 400 MHz): δ=1.26 (t, J=7.07 Hz, 6 H), 2.92 (d, J=4.80 Hz, 3 H), 3.03-3.12 (m, 2 H), 3.86 (s, 3 H), 3.95-4.07 (m, 4... Starting materials: C1CCOC1, COc1cccc(OCc2nccn2C2CCCO2)c1, [Na+], O=C([O-])O. Product: COc1cccc(OCc2ncc[nH]2)c1. RXN SMILES: [CH2:26]1[O:27][CH2:28][CH2:29][CH2:30]1.[CH3:1][O:2][c:3]1[cH:4][c:5]([O:6][CH2:7][c:8]2[n:9]([CH:13]3[CH2:14][CH2:15][CH2:16][O:17]3)[cH:10][cH:11][n:12]2)[cH:18][cH:19][cH:20]1.[Na+:25].[O-:21][C:22]([OH:23])=[O:24]>>[CH3:1][O:2][c:3]1[cH:4][c:5]([O:6][CH2:7][c:8]2[n:9][cH:10][cH:11][nH:12]2)[cH:18][cH:19][cH:20]1.